This data is from the Open Reaction Database (ORD), a public repository of structured organic reaction records. The task is: describe an organic reaction: reactants, conditions, products, and yield Starting materials: C(C)(C)(C)C=1C(=C(/C=C/C2=C(C(=O)O)C=C(C=C2)NS(=O)(=O)C)C=C(C1)N1C(NC(C=C1)=O)=O)OC ((E)-2-(3-tert-butyl-5-(2,4-dioxo-3,4-dihydropyrimidin-1(2H)-yl)-2-methoxystyryl)-5-(methylsulfonamido)benzoic acid), S(=O)(Cl)Cl (thionyl chloride). Product: C(C)(C)(C)C=1C(=C(/C=C/C2=C(C(=O)Cl)C=C(C=C2)NS(=O)(=O)C)C=C(C1)N1C(NC(C=C1)=O)=O)OC ((E)-2-(3-tert-butyl-5-(2,4-dioxo-3,4-dihydropyrimidin-1(2H)-yl)-2-methoxystyryl)-5-(methylsulfonamido)benzoyl chloride). RXN SMILES: [C:1]([C:5]1[C:6]([O:35][CH3:36])=[C:7]([CH:24]=[C:25]([N:27]2[CH:32]=[CH:31][C:30](=[O:33])[NH:29][C:28]2=[O:34])[CH:26]=1)/[CH:8]=[CH:9]/[C:10]1[CH:18]=[CH:17][C:16]([NH:19][S:20]([CH3:23])(=[O:22])=[O:21])=[CH:15][C:11]=1[C:12](O)=[O:13])([CH3:4])([CH3:3])[CH3:2].S(Cl)([Cl:39])=O>>[C:1]([C:5]1[C:6]([O:35][CH3:36])=[C:7]([CH:24]=[C:25]([N:27]2[CH:32]=[CH:31][C:30](=[O:33])[NH:29][C:28]2=[O:34])[CH:26]=1)/[CH:8]=[CH:9]/[C:10]1[CH:18]=[CH:17][C:16]([NH:19][S:20]([CH3:23])(=[O:22])=[O:21])=[CH:15][C:11]=1[C:12]([Cl:39])=[O:13])([CH3:4])([CH3:3])[CH3:2]. Reported procedure: A solution of the product from Example 125 (257 mg, 0.50 mmol) in thionyl chloride (1.5 ml) was heated at 85° C. for 40 min and then concentrated and dried in vacuo to give the title compound as a solid (0.27 g). Reactants: P(Cl)(Cl)(Cl)(Cl)Cl (phosphorus pentachloride), CN(C(=O)NC1=CC(=C(C=C1)Cl)Cl)C (N,N-dimethyl-N'-(3,4-dichlorophenyl)-urea). Solvent: C1(=CC=CC=C1)C (toluene). The product is CN(C(=NC1=CC(=C(C=C1)Cl)Cl)Cl)C (N,N-dimethyl-N'-(3,4-dichlorophenyl)-chloroformamidine). Yield: 100.2%. Reaction SMILES: P(Cl)(Cl)(Cl)(Cl)[Cl:2].[CH3:7][N:8]([CH3:20])[C:9]([NH:11][C:12]1[CH:17]=[CH:16][C:15]([Cl:18])=[C:14]([Cl:19])[CH:13]=1)=O>C1(C)C=CC=CC=1>[CH3:7][N:8]([CH3:20])[C:9]([Cl:2])=[N:11][C:12]1[CH:17]=[CH:16][C:15]([Cl:18])=[C:14]([Cl:19])[CH:13]=1. Procedure: 10.4 g (0.05 mole) of phosphorus pentachloride and 11.6 g (0.05 mole) of N,N-dimethyl-N'-(3,4-dichlorophenyl)-urea in 74 ml of toluene are refluxed for 3 hours, and the volatile components are distilled off under 0.13 mbar to give 12.6 g of N,N-dimethyl-N'-(3,4-dichlorophenyl)-chloroformamidine in the form of an oil; nD25 : 1.6133. The reactants are C1CCNCC1, Cc1[nH]c(C=O)c(C)c1CCCN1CCOCC1, CCO, CN1C(=O)Cc2c(Nc3ccc(F)c(Cl)c3)ncnc21. Product: Cc1[nH]c(C=C2C(=O)N(C)c3ncnc(Nc4ccc(F)c(Cl)c4)c32)c(C)c1CCCN1CCOCC1. Reaction SMILES: [CH2:39]1[CH2:40][CH2:41][NH:42][CH2:43][CH2:44]1.[CH3:21][c:22]1[c:23]([CH:37]=[O:38])[nH:24][c:25]([CH3:36])[c:26]1[CH2:27][CH2:28][CH2:29][N:30]1[CH2:31][CH2:32][O:33][CH2:34][CH2:35]1.[CH3:45][CH2:46][OH:47].[Cl:1][c:2]1[cH:3][c:4]([NH:9][c:10]2[c:11]3[c:12]([n:13][cH:14][n:15]2)[N:16]([CH3:20])[C:17](=[O:19])[CH2:18]3)[cH:5][cH:6][c:7]1[F:8]>>[Cl:1][c:2]1[cH:3][c:4]([NH:9][c:10]2[c:11]3[c:12]([n:13][cH:14][n:15]2)[N:16]([CH3:20])[C:17](=[O:19])[C:18]3=[CH:37][c:23]2[c:22]([CH3:21])[c:26]([CH2:27][CH2:28][CH2:29][N:30]3[CH2:31][CH2:32][O:33][CH2:34][CH2:35]3)[c:25]([CH3:36])[nH:24]2)[cH:5][cH:6][c:7]1[F:8]. The reactants are NC1=C(C(=NN1C1=CC(=CC=C1)[N+](=O)[O-])C1=CC=C(C=C1)C)C(=O)N (5-Amino-1-(3-nitrophenyl)-3-(4-tolyl)pyrazole-4-carboxamide), C(=O)[O-].[NH4+] (ammonium formate). The reagents and catalysts are [Pd] (Palladium on carbon). Run in CO (methanol). Reaction conditions: time 18 hour. The product is NC1=C(C(=NN1C1=CC(=CC=C1)N)C1=CC=C(C=C1)C)C(=O)N (5-Amino-1-(3-aminophenyl)-3-(4-tolyl)pyrazole-4-carboxamide). Isolated yield 11.7%. Reaction SMILES: [NH2:1][C:2]1[N:6]([C:7]2[CH:12]=[CH:11][CH:10]=[C:9]([N+:13]([O-])=O)[CH:8]=2)[N:5]=[C:4]([C:16]2[CH:21]=[CH:20][C:19]([CH3:22])=[CH:18][CH:17]=2)[C:3]=1[C:23]([NH2:25])=[O:24].C([O-])=O.[NH4+]>[Pd].CO>[NH2:1][C:2]1[N:6]([C:7]2[CH:12]=[CH:11][CH:10]=[C:9]([NH2:13])[CH:8]=2)[N:5]=[C:4]([C:16]2[CH:21]=[CH:20][C:19]([CH3:22])=[CH:18][CH:17]=2)[C:3]=1[C:23]([NH2:25])=[O:24] |f:1.2|. Reported procedure: 10% Palladium on carbon (100 mg) was added to a de-gassed solution of the compound of Example 20 (120 mg, 0.36 mmol) and ammonium formate (30 mg, 4.8 mmol) in methanol. The reaction was stirred at room temperature and under nitrogen for 18 h. The reaction mixture was filtered through a pad of Celite® and ethanol removed under reduced pressure. The residue was purified by column chromatography (SiO2, ethyl acetate) to give the title compound (13 mg) as yellow crystals after trituration with dieth...